This data is from the Open Reaction Database (ORD), a public repository of structured organic reaction records. The task is: describe an organic reaction: reactants, conditions, products, and yield The reactants are O=C([O-])[O-], C1COCCN1, CN(C)C=O, CCCOC(=O)c1cc2ccccc2cc1Oc1ccnc2cc(OCCCl)c(OC)cc12, [K+], [K+], O. Yields the product CCCOC(=O)c1cc2ccccc2cc1Oc1ccnc2cc(OCCN3CCOCC3)c(OC)cc12. Reaction SMILES: [C:34](=[O:35])([O-:36])[O-:37].[CH2:40]1[CH2:41][O:42][CH2:43][CH2:44][NH:45]1.[CH3:47][N:48]([CH3:49])[CH:50]=[O:51].[Cl:1][CH2:2][CH2:3][O:4][c:5]1[c:6]([O:32][CH3:33])[cH:7][c:8]2[c:9]([O:15][c:16]3[c:17]([C:26](=[O:27])[O:28][CH2:29][CH2:30][CH3:31])[cH:18][c:19]4[cH:20][cH:21][cH:22][cH:23][c:24]4[cH:25]3)[cH:10][cH:11][n:12][c:13]2[cH:14]1.[K+:38].[K+:39].[OH2:46]>>[CH2:2]([CH2:3][O:4][c:5]1[c:6]([O:32][CH3:33])[cH:7][c:8]2[c:9]([O:15][c:16]3[c:17]([C:26](=[O:27])[O:28][CH2:29][CH2:30][CH3:31])[cH:18][c:19]4[cH:20][cH:21][cH:22][cH:23][c:24]4[cH:25]3)[cH:10][cH:11][n:12][c:13]2[cH:14]1)[N:45]1[CH2:40][CH2:41][O:42][CH2:43][CH2:44]1.